This data is from the Open Reaction Database (ORD), a public repository of structured organic reaction records. The task is: describe an organic reaction: reactants, conditions, products, and yield The reactants are CC1(C(OC2=C1C=CC=C2)=O)C (3,3-Dimethyl-3H-benzofuran-2-one), BrBr (Bromine). The solvent is C(C)(=O)O (Acetic acid). Reaction conditions: time 8 hour. Product: BrC=1C=CC2=C(C(C(O2)=O)(C)C)C1 (5-Bromo-3,3-dimethyl-3H-benzofuran-2-one). As a reaction SMILES: [CH3:1][C:2]1([CH3:12])[C:6]2[CH:7]=[CH:8][CH:9]=[CH:10][C:5]=2[O:4][C:3]1=[O:11].[Br:13]Br>C(O)(=O)C>[Br:13][C:8]1[CH:9]=[CH:10][C:5]2[O:4][C:3](=[O:11])[C:2]([CH3:12])([CH3:1])[C:6]=2[CH:7]=1. Reported procedure: 3,3-Dimethyl-3H-benzofuran-2-one (2.81 g, 17.3 mmol) was added to a solution of Bromine (1.51 mL, 29.5 mmoL) and Acetic acid (35 mL) at room temperature, then stirred overnight. The resulting mixture was stripped of solvent, then distilled under high vacuum. The product fraction (2.08 g, 50%) was collected between 65° C. and 79° C.